Dataset: the Open Reaction Database (ORD), a public repository of structured organic reaction records. Task: describe an organic reaction: reactants, conditions, products, and yield The solvent is CN1CCCC1=O (NMP), O (water). Product: C1(CCCCC1)NC1=NC(=NC=C1C(=O)N)NC1=CC=C(C=C1)N1CCOCC1 (4-cyclohexylamino-2-[(4-morpholinophenyl)amino]pyrimidine-5-carboxamide). Yield: 13.4%. Reactants: C1(CCCCC1)NC1=NC(=NC=C1C(=O)N)S(=O)(=O)C (4-cyclohexylamino-2-(methylsulfonyl)pyrimidine-5-carboxamide), C([O-])(O)=O.[Na+] (sodium bicarbonate), n-tetrabutylammonium fluoride THF, O1CCN(CC1)C1=CC=C(N)C=C1 (4-morpholinoaniline), Cl.O1CCOCC1 (hydrogen chloride 1,4-dioxane). Reaction conditions: temperature 90 celsius, time 1 hour. Procedure details: A 6 ml portion of NMP solution containing 303 mg of 4-cyclohexylamino-2-(methylsulfonyl)pyrimidine-5-carboxamide was mixed with 1.05 ml of 1 M n-tetrabutylammonium fluoride/THF solution, followed by stirring at 90° C. for 1 hour. Next, this was mixed with 200 mg of 4-morpholinoaniline and 2.77 ml of 4 M hydrogen chloride/1,4-dioxane solution, followed by stirring at 90° C. for 3 hours. The reaction mixture was cooled down to room temperature, diluted with water, mixed with saturated sodium bicar... As a reaction SMILES: [CH:1]1([NH:7][C:8]2[C:13]([C:14]([NH2:16])=[O:15])=[CH:12][N:11]=[C:10](S(C)(=O)=O)[N:9]=2)[CH2:6][CH2:5][CH2:4][CH2:3][CH2:2]1.[O:21]1[CH2:26][CH2:25][N:24]([C:27]2[CH:33]=[CH:32][C:30]([NH2:31])=[CH:29][CH:28]=2)[CH2:23][CH2:22]1.Cl.O1CCOCC1.C(=O)(O)[O-].[Na+]>O.CN1C(=O)CCC1>[CH:1]1([NH:7][C:8]2[C:13]([C:14]([NH2:16])=[O:15])=[CH:12][N:11]=[C:10]([NH:31][C:30]3[CH:29]=[CH:28][C:27]([N:24]4[CH2:25][CH2:26][O:21][CH2:22][CH2:23]4)=[CH:33][CH:32]=3)[N:9]=2)[CH2:6][CH2:5][CH2:4][CH2:3][CH2:2]1 |f:2.3,4.5|.